Dataset: the Open Reaction Database (ORD), a public repository of structured organic reaction records. Task: describe an organic reaction: reactants, conditions, products, and yield Starting materials: O=[N+]([O-])O, O=S(=O)(O)O, O=C(O)Cc1ccccc1CC(=O)O. Product: O=C(O)Cc1ccc([N+](=O)[O-])cc1CC(=O)O. RXN SMILES: [OH:15][N+:16]([O-:17])=[O:18].[S:19](=[O:20])(=[O:21])([OH:22])[OH:23].[c:1]1([CH2:11][C:12](=[O:13])[OH:14])[c:2]([CH2:7][C:8](=[O:9])[OH:10])[cH:3][cH:4][cH:5][cH:6]1>>[c:1]1([CH2:11][C:12](=[O:13])[OH:14])[c:2]([CH2:7][C:8](=[O:9])[OH:10])[cH:3][cH:4][c:5]([N+:16](=[O:15])[O-:17])[cH:6]1. Starting materials: O=C([O-])[O-], CC#N, Clc1cc(Cl)ncn1, [K+], [K+], OCCN1CCOCC1. The product is Clc1cc(OCCN2CCOCC2)ncn1. Reaction SMILES: [C:18](=[O:19])([O-:20])[O-:21].[CH3:24][C:25]#[N:26].[Cl:1][c:2]1[n:3][cH:4][n:5][c:6]([Cl:8])[cH:7]1.[K+:22].[K+:23].[OH:9][CH2:10][CH2:11][N:12]1[CH2:13][CH2:14][O:15][CH2:16][CH2:17]1>>[c:2]1([O:9][CH2:10][CH2:11][N:12]2[CH2:13][CH2:14][O:15][CH2:16][CH2:17]2)[n:3][cH:4][n:5][c:6]([Cl:8])[cH:7]1. The reactants are CCCN1CC(O)C(NC(=O)C(CC2CCCCC2)NC(=O)OC(C)(C)C)CCC1C, CO, Cl, C1COCCO1. Yields the product CCCN1CC(O)C(NC(=O)C(N)CC2CCCCC2)CCC1C. Reaction SMILES: [C:2]([O:3][C:4](=[O:5])[NH:8][CH:9]([CH2:10][CH:11]1[CH2:12][CH2:13][CH2:14][CH2:15][CH2:16]1)[C:17]([NH:18][CH:19]1[CH:20]([OH:30])[CH2:21][N:22]([CH2:27][CH2:28][CH3:29])[CH:23]([CH3:26])[CH2:24][CH2:25]1)=[O:31])([CH3:6])([CH3:7])[CH3:32].[CH3:39][OH:40].[ClH:1].[O:33]1[CH2:34][CH2:35][O:36][CH2:37][CH2:38]1>>[NH2:8][CH:9]([CH2:10][CH:11]1[CH2:12][CH2:13][CH2:14][CH2:15][CH2:16]1)[C:17]([NH:18][CH:19]1[CH:20]([OH:30])[CH2:21][N:22]([CH2:27][CH2:28][CH3:29])[CH:23]([CH3:26])[CH2:24][CH2:25]1)=[O:31]. Reactants: CC(C)(C)OC(=O)N1CCC(n2cc(-c3cnc(N)c(-c4cc5ccc(F)cc5cn4)c3)cn2)CC1, CCOCC, ClCCl, Cl. The product is Nc1ncc(-c2cnn(C3CCNCC3)c2)cc1-c1cc2ccc(F)cc2cn1. RXN SMILES: [C:2]([O:3][C:4](=[O:5])[N:9]1[CH2:10][CH2:11][CH:12]([n:15]2[n:16][cH:17][c:18](-[c:20]3[cH:21][n:22][c:23]([NH2:37])[c:24](-[c:26]4[n:27][cH:28][c:29]5[cH:30][c:31]([F:36])[cH:32][cH:33][c:34]5[cH:35]4)[cH:25]3)[cH:19]2)[CH2:13][CH2:14]1)([CH3:6])([CH3:7])[CH3:8].[CH3:38][CH2:39][O:40][CH2:41][CH3:42].[Cl:43][CH2:44][Cl:45].[ClH:1]>>[NH:9]1[CH2:10][CH2:11][CH:12]([n:15]2[n:16][cH:17][c:18](-[c:20]3[cH:21][n:22][c:23]([NH2:37])[c:24](-[c:26]4[n:27][cH:28][c:29]5[cH:30][c:31]([F:36])[cH:32][cH:33][c:34]5[cH:35]4)[cH:25]3)[cH:19]2)[CH2:13][CH2:14]1. Yields the product FC=1C(=C(C=CC1)C(C(=O)OCC)=O)COC(C)(C)C (ethyl 3-fluoro-2-[(1,1-dimethylethoxy)methyl]-α-oxo-benzeneacetate). The yield is 243.7%. Run at temperature 5 celsius, time 45 minute. Run in C1CCOC1 (THF), O (water), C1CCOC1 (THF). As a reaction SMILES: [Mg].Cl[C:3]1[CH:8]=[CH:7][CH:6]=[C:5]([F:9])[C:4]=1[CH2:10][O:11][C:12]([CH3:15])([CH3:14])[CH3:13].BrCCBr.ClC1C=CC=CC=1F.[CH2:28]([O:30][C:31](=[O:37])[C:32](OCC)=[O:33])[CH3:29].Cl>C1COCC1.O>[F:9][C:5]1[C:4]([CH2:10][O:11][C:12]([CH3:15])([CH3:14])[CH3:13])=[C:3]([C:32](=[O:33])[C:31]([O:30][CH2:28][CH3:29])=[O:37])[CH:8]=[CH:7][CH:6]=1. Reactants: C(C)OC(C(=O)OCC)=O (diethyloxalate), BrCCBr (1,2-dibromoethane), ClC1=C(C=CC=C1)F (chlorofluorobenzene), Cl (HCl), Cl (HCl), ClC1=C(C(=CC=C1)F)COC(C)(C)C (1-chloro-3-fluoro-2-[(1,1-dimethylethoxy)-methyl]benzene), [Mg] (magnesium), BrCCBr (1,2-dibromoethane). Procedure: To a mixture of 73 g (3.0 mole, 3 eq) of magnesium turnings in 700 mL of THF was added 40 g (0.25 mole) of 1-chloro-3-fluoro-2-[(1,1-dimethylethoxy)-methyl]benzene followed by 1 mL of 1,2-dibromoethane. The reaction mixture was heated at reflux temperature and over the next four hours another 1 mL of 1,2-dibromoethane was added in two portions. At the end of that time period, gas chromatography indicated Grignard formation had commenced. The remaining 177 g of the chlorofluorobenzene added over ... Starting materials: COC=1C(=CC2=C(C1)OC(C=1CNCCC12)=O)OC (8,9-dimethoxy-1,2,3,4-tetrahydro-chromeno[3,4-c]-pyridin-5-one), ClC1=CC=C(C=O)C=C1 (4-chlorobenzaldehyde). Yields the product ClC1=CC=C(CN2CC3=C(CC2)C=2C=C(C(=CC2OC3=O)OC)OC)C=C1 (3-(4-Chloro-benzyl)-8,9-dimethoxy-1,2,3,4-tetrahydro-chromeno[3,4-c]pyridin-5-one). The yield is 48.0%. RXN SMILES: [CH3:1][O:2][C:3]1[C:4]([O:18][CH3:19])=[CH:5][C:6]2[C:16]3[CH2:15][CH2:14][NH:13][CH2:12][C:11]=3[C:10](=[O:17])[O:9][C:7]=2[CH:8]=1.[Cl:20][C:21]1[CH:28]=[CH:27][C:24]([CH:25]=O)=[CH:23][CH:22]=1>>[Cl:20][C:21]1[CH:28]=[CH:27][C:24]([CH2:25][N:13]2[CH2:14][CH2:15][C:16]3[C:6]4[CH:5]=[C:4]([O:18][CH3:19])[C:3]([O:2][CH3:1])=[CH:8][C:7]=4[O:9][C:10](=[O:17])[C:11]=3[CH2:12]2)=[CH:23][CH:22]=1. Reported procedure: Prepared by the procedure of Example 3 from 8,9-dimethoxy-1,2,3,4-tetrahydro-chromeno[3,4-c]-pyridin-5-one* and 4-chlorobenzaldehyde. Yield 48%; mp 173°-175° C. Starting materials: ClC(=O)OCC1=CC=C(C=C1)[N+](=O)[O-] (p-nitrobenzyl chloroformate), C(C)(C)N(C(C)C)CC (N,N-diisopropylethylamine), C(C)(C)N(C(C)C)CC (N,N-Diisopropylethylamine), Cl.SN (mercaptoamine hydrochloride), ClC[SiH3] (Chloromethyl silane). The solvent is CCOC(=O)C (EtOAc), CC#N (MeCN), CC#N (MeCN). Product: [N+](=O)([O-])C1=CC=C(COC(=O)N2C[C@@H](CC2)S)C=C1 ((R)-N-(p-Nitrobenzyloxycarbonyl)-3-mercaptopyrrolidine). Reaction SMILES: C([N:4]([CH2:8][CH3:9])[CH:5]([CH3:7])C)(C)C.Cl.[SH:11]N.ClC[SiH3].Cl[C:17]([O:19][CH2:20][C:21]1[CH:26]=[CH:25][C:24]([N+:27]([O-:29])=[O:28])=[CH:23][CH:22]=1)=[O:18]>CC#N.CCOC(C)=O>[N+:27]([C:24]1[CH:25]=[CH:26][C:21]([CH2:20][O:19][C:17]([N:4]2[CH2:5][CH2:7][C@@H:9]([SH:11])[CH2:8]2)=[O:18])=[CH:22][CH:23]=1)([O-:29])=[O:28] |f:1.2|. Procedure details: N,N-Diisopropylethylamine 496 l, 2.85 mmol) was added to a suspension of mercaptoamine hydrochloride 7* (173 mg, 1.24 mmol) in anhydrous MeCN (0.93 ml) and the resulting mixture was stirred under a N2 atmosphere with ice bath cooling for 5 minutes. Chloromethyl silane (204 l, 1.61 mmol) was added and the mixture was stirred at 0° for 10 minutes. A solution of p-nitrobenzyl chloroformate (267 mg, 1.24 mmol) in MeCN (0.31 ml) and more N,N-diisopropylethylamine (216 l, 1.24 mmol) were added and the...